The task is: describe an organic reaction: reactants, conditions, products, and yield. This data is from the Open Reaction Database (ORD), a public repository of structured organic reaction records. Starting materials: C(C)(=O)OC1C(C(CC1N1C=NC2=C1C=C(C(=C2)Cl)Cl)COC(C)=O)OC(C)=O (3-(Acetoxymethyl)-5-(5,6-dichloro-1H-benzimidazol-1-yl)-1,2-cyclopentanediyl diacetate), IN1C(CCC1=O)=O (N-Iodosuccinimide). The solvent is CN(C=O)C (N,N-dimethylformamide). Yields the product C(C)(=O)OC1C(C(CC1N1C(=NC2=C1C=C(C(=C2)Cl)Cl)I)COC(C)=O)OC(C)=O (3-(acetoxymethyl)-5-(5,6-dichloro-2-iodo-1H-benzimidazol-1-yl)-1,2-cyclopentanediyl diacetate). Isolated yield 39.6%. As a reaction SMILES: [C:1]([O:4][CH:5]1[CH:9]([N:10]2[C:14]3[CH:15]=[C:16]([Cl:20])[C:17]([Cl:19])=[CH:18][C:13]=3[N:12]=[CH:11]2)[CH2:8][CH:7]([CH2:21][O:22][C:23](=[O:25])[CH3:24])[CH:6]1[O:26][C:27](=[O:29])[CH3:28])(=[O:3])[CH3:2].[I:30]N1C(=O)CCC1=O>CN(C)C=O>[C:1]([O:4][CH:5]1[CH:9]([N:10]2[C:14]3[CH:15]=[C:16]([Cl:20])[C:17]([Cl:19])=[CH:18][C:13]=3[N:12]=[C:11]2[I:30])[CH2:8][CH:7]([CH2:21][O:22][C:23](=[O:25])[CH3:24])[CH:6]1[O:26][C:27](=[O:29])[CH3:28])(=[O:3])[CH3:2]. Procedure: (±)(1R*, 2S*, 3S*, 5S*)-3-(Acetoxymethyl)-5-(5,6-dichloro-1H-benzimidazol-1-yl)-1,2-cyclopentanediyl diacetate (500 mg, 1.13 mmol) was dissolved in dry N,N-dimethylformamide (4 mL) and heated to 95°-105° C. N-Iodosuccinimide (534 mg, 2.3 mmol as 95%) was added in portions over 5.5 hours. Volatiles were removed in vacuo and the residue chromatographed on silica gel. Elution with 10% ethyl acetate-hexanes followed by solidification from ethanol-water gave (±)(1R*, 2S* 3S*, 5S*)-3-(acetoxymethyl)-5... The reactants are anhydride, C(C)(=O)O (acetic acid), C1(=CC=C(C=C1)S(=O)(=O)O)C (p-toluenesulphonic acid), C(O)([O-])=O.[Na+] (sodium hydrogen carbonate), C(C)OCC (diethyl ether), C(C)#N (acetonitrile). Yields the product C(C)(=O)C=1OC(=C(C1)C1=CC=CC=C1)C (2-acetyl-5-methyl-4-phenylfuran). Isolated yield 18.0%. Reaction SMILES: [C:1]([OH:4])(=O)[CH3:2].[C:5]1([CH3:15])[CH:10]=[CH:9][C:8](S(O)(=O)=O)=[CH:7][CH:6]=1.C(=O)([O-])O.[Na+].[CH2:21]([O:23]CC)[CH3:22].[C:26](#N)[CH3:27]>>[C:21]([C:26]1[O:4][C:1]([CH3:2])=[C:15]([C:5]2[CH:10]=[CH:9][CH:8]=[CH:7][CH:6]=2)[CH:27]=1)(=[O:23])[CH3:22] |f:2.3|. Procedure details: 3-Phenylfuran (4.2 g) was dissolved in 100 ml of absolute tetrahydrofuran under argon and treated portionwise with 5.2 g of N-bromosuccinimide while stirring. After stirring at room temperature for 2 hours the solution was treated with a further 0.2 g of N-bromosuccinimide and stirred for a further 1 hour. Subsequently, the solution was concentrated to about 20 ml, treated with 100 ml of pentane and the separated succinimide was filtered off. The filtrate was washed twice with 100 ml of 1% sodiu... The reactants are COC=1C=C(CC2NCCC3=CC(=C(C=C23)OC)OC)C=CC1OC (1-(3,4-Dimethoxy-benzyl)-6,7-dimethoxy-1,2,3,4-tetrahydroisoquinoline), BrCC(=O)Br (2-bromoacetyl bromide), CC1=C2CCCC(C2=CC(=C1)C)N (5,7-dimethyl-1,2,3,4-tetrahydro-1-naphthylamine). Product: COC=1C=C(CC2N(CCC3=CC(=C(C=C23)OC)OC)CC(=O)NC2CCCC3=C(C=C(C=C23)C)C)C=CC1OC (2-[1-(3,4-Dimethoxy-benzyl)-6,7-dimethoxy-3,4-dihydro-1H-isoquinolin-2-yl]-N-(5,7-dimethyl-1,2,3,4-tetrahydro-naphthalen-1-yl)-acetamide). As a reaction SMILES: [CH3:1][O:2][C:3]1[CH:4]=[C:5]([CH:21]=[CH:22][C:23]=1[O:24][CH3:25])[CH2:6][CH:7]1[C:16]2[C:11](=[CH:12][C:13]([O:19][CH3:20])=[C:14]([O:17][CH3:18])[CH:15]=2)[CH2:10][CH2:9][NH:8]1.Br[CH2:27][C:28](Br)=[O:29].[CH3:31][C:32]1[CH:41]=[C:40]([CH3:42])[CH:39]=[C:38]2[C:33]=1[CH2:34][CH2:35][CH2:36][CH:37]2[NH2:43]>>[CH3:1][O:2][C:3]1[CH:4]=[C:5]([CH:21]=[CH:22][C:23]=1[O:24][CH3:25])[CH2:6][CH:7]1[C:16]2[C:11](=[CH:12][C:13]([O:19][CH3:20])=[C:14]([O:17][CH3:18])[CH:15]=2)[CH2:10][CH2:9][N:8]1[CH2:27][C:28]([NH:43][CH:37]1[C:38]2[C:33](=[C:32]([CH3:31])[CH:41]=[C:40]([CH3:42])[CH:39]=2)[CH2:34][CH2:35][CH2:36]1)=[O:29]. Reported procedure: prepared by reaction of 1-(3,4-Dimethoxy-benzyl)-6,7-dimethoxy-1,2,3,4-tetrahydroisoquinoline and 2-bromoacetyl bromide with 5,7-dimethyl-1,2,3,4-tetrahydro-1-naphthylamine Starting materials: NC1=C(C=C(C=C1)C1=NN(C2=NC=NC(=C21)N)[C@@H]2CC[C@@H](CC2)N2CCN(CC2)C)OC (Cis-3-(4-amino-3-methoxyphenyl)-1-[4-(4-methylpiperazino)cyclohexyl]-1H-pyrazolo[3,4-d]pyrimidin-4-amine), C(C1=CC=CC=C1)N=C=O (benzyl isocyanate). Solvent: N1=CC=CC=C1 (pyridine). Reaction conditions: time 20 hour. The product is C(C)(=O)O.NC1=C2C(=NC=N1)N(N=C2C2=CC(=C(C=C2)NC(=O)NCC2=CC=CC=C2)OC)[C@@H]2CC[C@@H](CC2)N2CCN(CC2)C (cis-N-(4-{4-amino-1-[4-(4-methylpiperazino)cyclohexyl]-1H-pyrazolo[3,4-d]pyrimidin-3-yl}-2-methoxyphenyl)-N′-benzylurea acetate). Yield: 15.1%. Reaction SMILES: [NH2:1][C:2]1[CH:7]=[CH:6][C:5]([C:8]2[C:16]3[C:11](=[N:12][CH:13]=[N:14][C:15]=3[NH2:17])[N:10]([C@H:18]3[CH2:23][CH2:22][C@@H:21]([N:24]4[CH2:29][CH2:28][N:27]([CH3:30])[CH2:26][CH2:25]4)[CH2:20][CH2:19]3)[N:9]=2)=[CH:4][C:3]=1[O:31][CH3:32].[CH2:33]([N:40]=[C:41]=[O:42])[C:34]1[CH:39]=[CH:38][CH:37]=[CH:36][CH:35]=1>N1C=CC=CC=1>[C:3]([OH:31])(=[O:42])[CH3:4].[NH2:17][C:15]1[N:14]=[CH:13][N:12]=[C:11]2[N:10]([C@H:18]3[CH2:23][CH2:22][C@@H:21]([N:24]4[CH2:25][CH2:26][N:27]([CH3:30])[CH2:28][CH2:29]4)[CH2:20][CH2:19]3)[N:9]=[C:8]([C:5]3[CH:6]=[CH:7][C:2]([NH:1][C:41]([NH:40][CH2:33][C:34]4[CH:39]=[CH:38][CH:37]=[CH:36][CH:35]=4)=[O:42])=[C:3]([O:31][CH3:32])[CH:4]=3)[C:16]=12 |f:3.4|. Procedure: Cis-3-(4-amino-3-methoxyphenyl)-1-[4-(4-methylpiperazino)cyclohexyl]-1H-pyrazolo[3,4-d]pyrimidin-4-amine (0.082 g, 0.000188 mol) was dissolved in anhydrous pyridine (1 mL), benzyl isocyanate (0.025 g, 0.000188 mol) was added and the resulting solution was stirred at ambient temperature for 20 hours. The solvent was removed under reduced pressure and the resulting residue purified by preparative HPLC (Hypersil C 18, 8 μm, 25 cm; 10-60% acetonitrile-0.1M ammonium acetate over 25 min, 21 mL/min) to...